From a dataset of the Open Reaction Database (ORD), a public repository of structured organic reaction records. describe an organic reaction: reactants, conditions, products, and yield Starting materials: BrB(Br)Br.ClCCl (tribromoborane dichloromethane), [I-].[Na+] (sodium iodide), C1COCCOCCOCCOCCO1 (15-crown-5), CO[C@@H]1C[C@H](CCC1)CN1C(C2=CC=CC=C2C1=O)=O (trans-2-[(3-methoxycyclohexyl)methyl]-1H-isoindole-1,3(2H)-dione). Solvent: ClCCl (dichloromethane), ClCCl (dichloromethane). Reaction conditions: time 10 minute. The product is O[C@@H]1C[C@H](CCC1)CN1C(C2=CC=CC=C2C1=O)=O (trans-2-[(3-hydroxycyclohexyl)methyl]-1H-isoindole-1,3(2H)-dione). The yield is 66.6%. Reaction SMILES: [I-].[Na+].C1OCCOCCOCCOCCOC1.C[O:19][C@H:20]1[CH2:25][CH2:24][CH2:23][C@H:22]([CH2:26][N:27]2[C:35](=[O:36])[C:34]3[C:29](=[CH:30][CH:31]=[CH:32][CH:33]=3)[C:28]2=[O:37])[CH2:21]1.BrB(Br)Br.ClCCl>ClCCl>[OH:19][C@H:20]1[CH2:25][CH2:24][CH2:23][C@H:22]([CH2:26][N:27]2[C:28](=[O:37])[C:29]3[C:34](=[CH:33][CH:32]=[CH:31][CH:30]=3)[C:35]2=[O:36])[CH2:21]1 |f:0.1,4.5|. Procedure details: Under a nitrogen atmosphere, a solution of sodium iodide (247 mg, 1.65 mmol) and 15-crown-5 (327 μl, 1.65 mmol) in dichloromethane (2.7 ml) was slowly dropped into a solution of trans-2-[(3-methoxycyclohexyl)methyl]-1H-isoindole-1,3(2H)-dione (100 mg, 0.366 mmol) in dichloromethane (2 ml) at −40° C. After 10 minutes, a 1M-tribromoborane-dichloromethane solution (1.10 ml, 1.10 mmol) was added dropwise thereto. After 1 hour, the mixture thus obtained was slowly heated to be adjusted to 0° C. 2.5 h... Starting materials: CCOC(=O)C=Cc1ccc(C#Cc2cc(C3CC3)c3c(c2)C(C)(C)CCC3N(C)C2CC2)cc1, CO, [Na+], C1CCOC1, [OH-]. Yields the product CN(C1CC1)C1CCC(C)(C)c2cc(C#Cc3ccc(C=CC(=O)O)cc3)cc(C3CC3)c21. Reaction SMILES: [CH2:1]([CH3:2])[O:3][C:4]([CH:5]=[CH:6][c:7]1[cH:8][cH:9][c:10]([C:13]#[C:14][c:15]2[cH:16][c:17]3[c:22]([c:23]([CH:25]4[CH2:26][CH2:27]4)[cH:24]2)[CH:21]([N:28]([CH3:29])[CH:30]2[CH2:31][CH2:32]2)[CH2:20][CH2:19][C:18]3([CH3:33])[CH3:34])[cH:11][cH:12]1)=[O:35].[CH3:38][OH:39].[Na+:37].[O:40]1[CH2:41][CH2:42][CH2:43][CH2:44]1.[OH-:36]>>[O:3]=[C:4]([CH:5]=[CH:6][c:7]1[cH:8][cH:9][c:10]([C:13]#[C:14][c:15]2[cH:16][c:17]3[c:22]([c:23]([CH:25]4[CH2:26][CH2:27]4)[cH:24]2)[CH:21]([N:28]([CH3:29])[CH:30]2[CH2:31][CH2:32]2)[CH2:20][CH2:19][C:18]3([CH3:33])[CH3:34])[cH:11][cH:12]1)[OH:35]. Reactants: S([O-])(O)=O.[Na+] (Sodium bisulfite), 1,5-diazabicyclo[5.4.0]undecene-5, BrBr (bromine), O(C1=CC=CC=C1)CC(=O)NC1C(N(C1)C(C(=O)OC(C1=CC=CC=C1)C1=CC=CC=C1)C(=C)C)=O (benzhydryl 2-(3-phenoxyacetamido-2-oxoazetidin-1-yl)-3-methyl-3-butenoate). Solvent: O (water), O1CCCC1 (tetrahydrofuran), O1CCCC1 (THF). Run at time 20 minute. Product: O(C1=CC=CC=C1)CC(=O)NC1C(N(C1)C(C(=O)OC(C1=CC=CC=C1)C1=CC=CC=C1)=C(CBr)C)=O (Benzhydryl 2-(3-phenoxyacetamido-2-oxoazetidin-1-yl)-3-methyl-4-bromo-2-butenoate). Isolated yield 77.0%. Reaction SMILES: [Br:1]Br.[O:3]([CH2:10][C:11]([NH:13][CH:14]1[CH2:17][N:16]([CH:18]([C:35]([CH3:37])=[CH2:36])[C:19]([O:21][CH:22]([C:29]2[CH:34]=[CH:33][CH:32]=[CH:31][CH:30]=2)[C:23]2[CH:28]=[CH:27][CH:26]=[CH:25][CH:24]=2)=[O:20])[C:15]1=[O:38])=[O:12])[C:4]1[CH:9]=[CH:8][CH:7]=[CH:6][CH:5]=1.S(=O)(O)[O-].[Na+]>O1CCCC1.O>[O:3]([CH2:10][C:11]([NH:13][CH:14]1[CH2:17][N:16]([C:18](=[C:35]([CH3:37])[CH2:36][Br:1])[C:19]([O:21][CH:22]([C:29]2[CH:34]=[CH:33][CH:32]=[CH:31][CH:30]=2)[C:23]2[CH:24]=[CH:25][CH:26]=[CH:27][CH:28]=2)=[O:20])[C:15]1=[O:38])=[O:12])[C:4]1[CH:5]=[CH:6][CH:7]=[CH:8][CH:9]=1 |f:2.3|. Procedure details: To a solution of 4.1 ml of 1,5-diazabicyclo[5.4.0]undecene-5 (DBU) and 1.6 ml of bromine in 90 ml of tetrahydrofuran (THF) at -78° was added 4.36 g (9.0 mmol) of benzhydryl 2-(3-phenoxyacetamido-2-oxoazetidin-1-yl)-3-methyl-3-butenoate in 20 ml of THF. The reaction mixture was placed in an ice bath and stirred for 20 minutes. Sodium bisulfite (3 g) in 30 ml of water was then added. After 10 min. the THF was removed under reduced pressure. Ethyl acetate was added to the resulting aqueous mixture.... The reactants are ClC1=C(C=CC=C1)CC(=O)O (2-chlorophenylacetic acid), [Li+].CC(C)[N-]C(C)C.CCCCCCC (LDA heptane), C(C)C1=CC=CC=C1 (ethylbenzene), CI (methyl iodide), ice water, Cl (hydrochloric acid). The solvent is C1CCOC1 (THF), C1CCOC1 (THF), CN(C)P(=O)(N(C)C)N(C)C (HMPA). Yields the product ClC1=C(C=CC=C1)C(C(=O)O)C (2-(2-chlorophenyl)propionic acid). Yield: 86.0%. As a reaction SMILES: [Cl:1][C:2]1[CH:7]=[CH:6][CH:5]=[CH:4][C:3]=1[CH2:8][C:9]([OH:11])=[O:10].[Li+].[CH3:13]C([N-]C(C)C)C.CCCCCCC.C(C1C=CC=CC=1)C.CI.Cl>C1COCC1.CN(P(N(C)C)(N(C)C)=O)C>[Cl:1][C:2]1[CH:7]=[CH:6][CH:5]=[CH:4][C:3]=1[CH:8]([CH3:13])[C:9]([OH:11])=[O:10] |f:1.2.3|. Procedure: To 1 g of 2-chlorophenylacetic acid, 8.8 mL of 2M LDA heptane, THF, ethylbenzene solution was dropped under cooling with ice, and further 1.58 g of HMPA and 5 mL of THF were added followed by an hour's stirring at room temperature. Then 1.25 g of methyl iodide was added under cooling with ice and stirred at room temperature for 30 minutes. The reaction solution was poured into ice water, rendered acidic with 10% aqueous hydrochloric acid and extracted with ethyl acetate. The ethyl acetate extrac... Reactants: N#Cc1cnc2c(sc3ccccc32)c1Cl, COc1cc(N)c(Cl)cc1Cl, [H-], [Na+], C1CCOC1. Product: COc1cc(Nc2c(C#N)cnc3c2sc2ccccc23)c(Cl)cc1Cl. As a reaction SMILES: [Cl:14][c:15]1[c:16]2[c:17]([n:18][cH:19][c:20]1[C:21]#[N:22])[c:23]1[c:24]([s:25]2)[cH:26][cH:27][cH:28][cH:29]1.[Cl:1][c:2]1[c:3]([NH2:4])[cH:5][c:6]([O:10][CH3:11])[c:7]([Cl:9])[cH:8]1.[H-:12].[Na+:13].[O:30]1[CH2:31][CH2:32][CH2:33][CH2:34]1>>[Cl:1][c:2]1[c:3]([NH:4][c:15]2[c:16]3[c:17]([n:18][cH:19][c:20]2[C:21]#[N:22])[c:23]2[c:24]([s:25]3)[cH:26][cH:27][cH:28][cH:29]2)[cH:5][c:6]([O:10][CH3:11])[c:7]([Cl:9])[cH:8]1. RXN SMILES: [CH3:1][C@@:2]([C:8]([OH:10])=[O:9])([CH2:4][CH2:5][CH2:6][NH2:7])[NH2:3].[ClH:11]>>[ClH:11].[CH3:1][C@@:2]([C:8]([OH:10])=[O:9])([CH2:4][CH2:5][CH2:6][NH2:7])[NH2:3] |f:2.3|. Product: Cl.C[C@](N)(CCCN)C(=O)O (2-methyl-L-ornithine hydrochloride). Starting materials: C[C@](N)(CCCN)C(=O)O (2-methyl-L-ornithine), Cl (hydrochloric acid). Procedure: An aqueous solution of 2-methyl-L-ornithine was adjusted to pH 5 with hydrochloric acid, concentrated and diluted with ethanol to yield 2-methyl-L-ornithine hydrochloride as prisms, 165 mg. (0.90 mmol, 73%) m.p. 222°-224° C. Reactants: CCC1Cc2cccnc2C1=O, ON=C1CCOc2ccccc21. Yields the product CCC1Cc2cccnc2C1=NO. RXN SMILES: [CH2:13]([CH3:14])[CH:15]1[CH2:16][c:17]2[c:18]([n:19][cH:20][cH:21][cH:22]2)[C:23]1=[O:24].[O:1]1[c:2]2[c:3]([cH:4][cH:5][cH:6][cH:7]2)[C:8](=[N:11][OH:12])[CH2:9][CH2:10]1>>[N:11]([OH:12])=[C:23]1[CH:15]([CH2:13][CH3:14])[CH2:16][c:17]2[c:18]1[n:19][cH:20][cH:21][cH:22]2. The reactants are [BH4-].[Li+] (lithium borohydride), BrC1=C(C(=O)OC)C=C(C(=C1)Cl)OC (methyl 2-bromo-4-chloro-5-methoxybenzoate). Run in C1CCOC1 (THF). The product is BrC1=C(C=C(C(=C1)Cl)OC)CO ((2-bromo-4-chloro-5-methoxy-phenyl)methanol). Yield: 93.0%. Reaction SMILES: [Br:1][C:2]1[CH:11]=[C:10]([Cl:12])[C:9]([O:13][CH3:14])=[CH:8][C:3]=1[C:4](OC)=[O:5].[BH4-].[Li+]>C1COCC1>[Br:1][C:2]1[CH:11]=[C:10]([Cl:12])[C:9]([O:13][CH3:14])=[CH:8][C:3]=1[CH2:4][OH:5] |f:1.2|. Procedure details: To a solution of methyl 2-bromo-4-chloro-5-methoxybenzoate (1.88 g, 6.7 mmol, Powers, J. J.; Favor, D. A.; Jeganathan, A.; Rankin, T.; Sharma, R.; Pandit, C.; Maiti, S, N. Tetrahedron Lett. 2009, 50(12), 1267-1269) in anhydrous THF (20 mL) was added lithium borohydride (0.644 g, 30 mmol). The resulting mixture was heated under reflux for about 72 h. After cooling to rt the mixture was concentrated in vacuo. The residue was partitioned between water (50 mL) and ethyl acetate (90 mL). The layers w... Reactants: CCO, Cc1cc([N+](=O)[O-])c(C)c(Cl)c1Cl. Product: Cc1cc(N)c(C)c(Cl)c1Cl. As a reaction SMILES: [CH3:14][CH2:15][OH:16].[Cl:1][c:2]1[c:3]([CH3:13])[c:4]([N+:10]([O-:11])=[O:12])[cH:5][c:6]([CH3:9])[c:7]1[Cl:8]>>[Cl:1][c:2]1[c:3]([CH3:13])[c:4]([NH2:10])[cH:5][c:6]([CH3:9])[c:7]1[Cl:8].